Task: describe an organic reaction: reactants, conditions, products, and yield. Dataset: the Open Reaction Database (ORD), a public repository of structured organic reaction records Reaction SMILES: [CH2:1]([CH3:2])[O:3][C:4](=[O:5])[c:6]1[c:7]2[c:8]([s:9][c:10]1[NH:11][C:12](=[O:13])[CH3:14])[c:15]([OH:26])[cH:16][c:17]([CH2:19][c:20]1[cH:21][cH:22][cH:23][cH:24][cH:25]1)[cH:18]2.[CH3:32][OH:33].[S:27](=[O:28])(=[O:29])([OH:30])[OH:31]>>[CH2:1]([CH3:2])[O:3][C:4](=[O:5])[c:6]1[c:7]2[c:8]([s:9][c:10]1[NH2:11])[c:15]([OH:26])[cH:16][c:17]([CH2:19][c:20]1[cH:21][cH:22][cH:23][cH:24][cH:25]1)[cH:18]2. Starting materials: CCOC(=O)c1c(NC(C)=O)sc2c(O)cc(Cc3ccccc3)cc12, CO, O=S(=O)(O)O. Yields the product CCOC(=O)c1c(N)sc2c(O)cc(Cc3ccccc3)cc12. Starting materials: Cl.N[C@H]1CC[C@H](CC1)NC(=O)C1=C(NC2=C1N=CN=C2C2=C(C=CC(=C2)OC)OCC2CC2)C (N-(cis-4-aminocyclohexyl)-4-[2-(cyclopropylmethoxy)-5-methoxyphenyl]-6-methyl-5H-pyrrolo[3,2-d]pyrimidine-7-carboxamide hydrochloride), C(C)(=O)O[C@H](C(=O)Cl)C ((2S)-1-chloro-1-oxopropan-2-yl acetate). Yields the product C1(CC1)COC1=C(C=C(C=C1)OC)C=1C2=C(N=CN1)C(=C(N2)C)C(=O)N[C@@H]2CC[C@@H](CC2)NC([C@H](C)O)=O (4-[2-(cyclopropylmethoxy)-5-methoxyphenyl]-N-(cis-4-{[(2S)-2-hydroxypropanoyl]amino}cyclohexyl)-6-methyl-5H-pyrrolo[3,2-d]pyrimidine-7-carboxamide). As a reaction SMILES: Cl.[NH2:2][C@@H:3]1[CH2:8][CH2:7][C@H:6]([NH:9][C:10]([C:12]2[C:16]3[N:17]=[CH:18][N:19]=[C:20]([C:21]4[CH:26]=[C:25]([O:27][CH3:28])[CH:24]=[CH:23][C:22]=4[O:29][CH2:30][CH:31]4[CH2:33][CH2:32]4)[C:15]=3[NH:14][C:13]=2[CH3:34])=[O:11])[CH2:5][CH2:4]1.C([O:38][C@@H:39]([CH3:43])[C:40](Cl)=[O:41])(=O)C>>[CH:31]1([CH2:30][O:29][C:22]2[CH:23]=[CH:24][C:25]([O:27][CH3:28])=[CH:26][C:21]=2[C:20]2[C:15]3[NH:14][C:13]([CH3:34])=[C:12]([C:10]([NH:9][C@H:6]4[CH2:7][CH2:8][C@@H:3]([NH:2][C:40](=[O:41])[C@@H:39]([OH:38])[CH3:43])[CH2:4][CH2:5]4)=[O:11])[C:16]=3[N:17]=[CH:18][N:19]=2)[CH2:32][CH2:33]1 |f:0.1|. Procedure: Starting from N-(cis-4-aminocyclohexyl)-4-[2-(cyclopropylmethoxy)-5-methoxyphenyl]-6-methyl-5H-pyrrolo[3,2-d]pyrimidine-7-carboxamide hydrochloride (example D.f25) and commercially available (2S)-1-chloro-1-oxopropan-2-yl acetate the title compound is obtained as colorless solid. Starting materials: C(C)(C)(C)OC(=O)N1C=C(C2=CC=CC=C12)C=1C(=O)N(C(C1C1=CN(C2=CC=CC=C12)CCCN(C)C)=O)C (2-(1-tert.-butoxycarbonyl-1H-indol-3-yl)-3-[1-(3-dimethylaminopropyl)-1H-indol-3 -yl]-N-methylmaleinimide), C(C)(C)(C)OC(=O)N1C=C(C2=CC=CC=C12)C=1C(=O)N(C(C1C1=CNC2=CC=CC=C12)=O)C (2-(1-tert.-butoxycarbonyl-1H-indol-3-yl)-3-(1H-indol-3-yl)-N-methylmaleinimide), C([O-])([O-])=O.[K+].[K+] (potassium carbonate), CN(CCCCl)C (3-dimethylaminopropyl chloride). The product is N1C=C(C2=CC=CC=C12)C=1C(=O)NC(C1C1=CN(C2=CC=CC=C12)CCCN(C)C)=O (2-(1H-Indol-3-Yl)-3-[1-(3-Dimethylaminopropyl)-1H-Indol-3-Yl]-Maleinimide). Procedure details: The 2-(1-tert.-butoxycarbonyl-1H-indol-3-yl)-3-[1-(3-dimethylaminopropyl)-1H-indol-3 -yl]-N-methylmaleinimide used as starting material is prepared as follows: A mixture of 0.9 g (2.03 mmol) 2-(1-tert.-butoxycarbonyl-1H-indol-3-yl)-3-(1H-indol-3-yl)-N-methylmaleinimide (Tetrahedron, 44, 2887/1988), 0,3 g potassium carbonate and 0.3 g (2.4 mmol) 3-dimethylaminopropyl chloride in 10 ml acetone is stirred for 12 hours at ambient temperature and for 8 hours under reflux. After cooling, the reaction ... Run at time 8 hour. Reaction SMILES: C(OC([N:8]1[C:16]2[C:11](=[CH:12][CH:13]=[CH:14][CH:15]=2)[C:10]([C:17]2[C:18]([N:20](C)[C:21](=[O:38])[C:22]=2[C:23]2[C:31]3[C:26](=[CH:27][CH:28]=[CH:29][CH:30]=3)[N:25]([CH2:32][CH2:33][CH2:34][N:35]([CH3:37])[CH3:36])[CH:24]=2)=[O:19])=[CH:9]1)=O)(C)(C)C.C(OC(N1C2C(=CC=CC=2)C(C2C(N(C)C(=O)C=2C2C3C(=CC=CC=3)NC=2)=O)=C1)=O)(C)(C)C.C(=O)([O-])[O-].[K+].[K+].CN(C)CCCCl>CC(C)=O.O>[NH:8]1[C:16]2[C:11](=[CH:12][CH:13]=[CH:14][CH:15]=2)[C:10]([C:17]2[C:18]([NH:20][C:21](=[O:38])[C:22]=2[C:23]2[C:31]3[C:26](=[CH:27][CH:28]=[CH:29][CH:30]=3)[N:25]([CH2:32][CH2:33][CH2:34][N:35]([CH3:37])[CH3:36])[CH:24]=2)=[O:19])=[CH:9]1 |f:2.3.4|. The solvent is CC(=O)C (acetone), O (water).